This data is from the Open Reaction Database (ORD), a public repository of structured organic reaction records. The task is: describe an organic reaction: reactants, conditions, products, and yield Starting materials: C(=O)=O (carbon dioxide), potassium tert-butylate, ClC=1C=C2C=CNC2=CC1F (5-chloro-6-fluoro-1H-indole), C(CCC)[Li] (butyl lithium), O (Water). Run in C1CCOC1 (THF), C1CCOC1 (THF), CCCCCC (hexane), C1CCOC1 (THF). Conditions: temperature -75 celsius, time 2 hour. Product: ClC=1C=C2C=CNC2=C(C1F)C(=O)O (5-chloro-6-fluoro-1H-indole-7-carboxylic acid). As a reaction SMILES: C([Li])CCC.[Cl:6][C:7]1[CH:8]=[C:9]2[C:13](=[CH:14][C:15]=1[F:16])[NH:12][CH:11]=[CH:10]2.[C:17](=[O:19])=[O:18].O>CCCCCC.C1COCC1>[Cl:6][C:7]1[CH:8]=[C:9]2[C:13](=[C:14]([C:17]([OH:19])=[O:18])[C:15]=1[F:16])[NH:12][CH:11]=[CH:10]2. Procedure details: 1.56 ml (2.49 mmol) of a 1.6 M butyl lithium solution in hexane were diluted with 3.2 ml THF at −78° C. under nitrogen. 211 mg (1.24 mmol) of 5-chloro-6-fluoro-1H-indole as a 3:1 mixture of regioisomers dissolved in 0.8 ml THF were added within 15 min keeping the temperature below −70° C. After 5 min 279 mg (2.49 mmol) of potassium-tert-butylate dissolved in 1 ml THF were added within 15 min. The reaction mixture was stirred for 2 h at −75° C. to give a clear orange solution. Solid carbon dioxid... The reactants are (+)-(4aR)-(10bR)-4-methyl-10b-methyl-1,2,3,4,4a,5,6,10b-octahydrobenzo[f]quinolin-3-one 8-boronic acid, BrC1=C2C=CC=NC2=CC=C1 (5-bromoquinoline), C([O-])([O-])=O.[Na+].[Na+] (sodium carbonate), C1CCOC1 (THF). The reagents and catalysts are [Pd].C1(=CC=CC=C1)P(C1=CC=CC=C1)C1=CC=CC=C1.C1(=CC=CC=C1)P(C1=CC=CC=C1)C1=CC=CC=C1.C1(=CC=CC=C1)P(C1=CC=CC=C1)C1=CC=CC=C1.C1(=CC=CC=C1)P(C1=CC=CC=C1)C1=CC=CC=C1 (tetrakis (triphenylphosphine) palladium (0 )). Solvent: C(C)(=O)OCC (ethyl acetate). Product: CN1C(CC[C@@]2(C3=C(CC[C@@H]12)C=C(C=C3)C3=C1C=CC=NC1=CC=C3)C)=O ((+)-(4aR)-(10bR)-4-methyl-8-(5-quinolinyl)-10b-methyl-1,2,3,4,4a,5,6,10b-octahydrobenzo[f]quinolin-3-one). The yield is 55.0%. As a reaction SMILES: Br[C:2]1[CH:11]=[CH:10][CH:9]=[C:8]2[C:3]=1[CH:4]=[CH:5][CH:6]=[N:7]2.[C:12](=[O:15])([O-])[O-].[Na+].[Na+].[CH2:18]1[CH2:22]O[CH2:20][CH2:19]1>C(OCC)(=O)C.[Pd].C1(P(C2C=CC=CC=2)C2C=CC=CC=2)C=CC=CC=1.C1(P(C2C=CC=CC=2)C2C=CC=CC=2)C=CC=CC=1.C1(P(C2C=CC=CC=2)C2C=CC=CC=2)C=CC=CC=1.C1(P(C2C=CC=CC=2)C2C=CC=CC=2)C=CC=CC=1>[CH3:8][N:7]1[C@H:6]2[C@@:18]([CH3:22])([C:18]3[CH:22]=[CH:11][C:2]([C:2]4[CH:11]=[CH:10][CH:9]=[C:8]5[C:3]=4[CH:4]=[CH:5][CH:6]=[N:7]5)=[CH:3][C:19]=3[CH2:20][CH2:5]2)[CH2:19][CH2:20][C:12]1=[O:15] |f:1.2.3,6.7.8.9.10|. Procedure: A 15 mL round bottom flask was charged with (+)-(4aR)-(10bR)-4-methyl-10b-methyl-1,2,3,4,4a,5,6,10b-octahydrobenzo[f]quinolin-3-one-8-boronic acid (178 mg, 0.65 mmol), tetrakis (triphenylphosphine) palladium (0 ) (23 mg, 0.02 mmol), 5-bromoquinoline (135 mg, 0.65 mmol ), 0.65 mL of 2M sodium carbonate and 2 mL of THF, fitted with a reflux condenser, and the stirred mixture was heated at 80°, under nitrogen, for 24 h. The mixture was cooled, diluted with ethyl acetate (75 mL) and washed with brin... Starting materials: [Li]CCCC, CCc1ccc2c(n1)CCCC2. Product: [Li]C1CCCc2ccc(CC)nc21. RXN SMILES: [CH2:1]([CH2:2][CH2:3][CH3:4])[Li:5].[CH2:6]([CH3:7])[c:8]1[n:9][c:10]2[c:15]([cH:16][cH:17]1)[CH2:14][CH2:13][CH2:12][CH2:11]2>>[Li:5][CH:11]1[c:10]2[n:9][c:8]([CH2:6][CH3:7])[cH:17][cH:16][c:15]2[CH2:14][CH2:13][CH2:12]1. Starting materials: CCOC(=O)N=C=S, ClCCl, Nc1cccc(Br)n1. Product: CCOC(=O)NC(=S)Nc1cccc(Br)n1. RXN SMILES: [CH2:9]([CH3:10])[O:11][C:12](=[O:13])[N:14]=[C:15]=[S:16].[Cl:17][CH2:18][Cl:19].[NH2:1][c:2]1[n:3][c:4]([Br:8])[cH:5][cH:6][cH:7]1>>[NH:1]([c:2]1[n:3][c:4]([Br:8])[cH:5][cH:6][cH:7]1)[C:15]([NH:14][C:12]([O:11][CH2:9][CH3:10])=[O:13])=[S:16]. Starting materials: C#CC(C)(C)O, Fc1ccc(-n2ncnc2-c2cc3c(s2)-c2nc(Cl)ccc2OCC3)c(F)c1. Yields the product CC(C)(O)CCc1ccc2c(n1)-c1sc(-c3ncnn3-c3ccc(F)cc3F)cc1CCO2. RXN SMILES: [CH3:29][C:30]([CH3:31])([C:32]#[CH:33])[OH:34].[Cl:1][c:2]1[cH:3][cH:4][c:5]2[c:6]([n:28]1)-[c:7]1[s:8][c:9](-[c:15]3[n:16](-[c:20]4[c:21]([F:27])[cH:22][c:23]([F:26])[cH:24][cH:25]4)[n:17][cH:18][n:19]3)[cH:10][c:11]1[CH2:12][CH2:13][O:14]2>>[c:2]1([CH2:33][CH2:32][C:30]([CH3:29])([CH3:31])[OH:34])[cH:3][cH:4][c:5]2[c:6]([n:28]1)-[c:7]1[s:8][c:9](-[c:15]3[n:16](-[c:20]4[c:21]([F:27])[cH:22][c:23]([F:26])[cH:24][cH:25]4)[n:17][cH:18][n:19]3)[cH:10][c:11]1[CH2:12][CH2:13][O:14]2. Starting materials: COC(=O)C=1C=C(C=CC1)C1=CC(=CC=C1)N (3′-amino-[1,1′-biphenyl]-3-carboxylic methyl ester), C(C)(C)(C)OC(=O)NCC(=O)O (N-(tert-butoxycarbonyl)glycine), Cl.CN(CCCN=C=NCC)C (1-(3-dimethylaminopropyl)-3-ethylcarbodiimide hydrochloride). The solvent is C(Cl)Cl (methylene chloride). Conditions: time 3 hour. Product: C(C)(C)(C)OC(=O)NCC(=O)NC=1C=C(C=CC1)C1=CC(=CC=C1)C(=O)OC (Methyl 3′-[(2-[[(tert-butoxy)carbonyl]amino]acetylamino)]-[1,1′-biphenyl]-3-carboxylate). Isolated yield 83.0%. Reaction SMILES: [CH3:1][O:2][C:3]([C:5]1[CH:6]=[C:7]([C:11]2[CH:16]=[CH:15][CH:14]=[C:13]([NH2:17])[CH:12]=2)[CH:8]=[CH:9][CH:10]=1)=[O:4].[C:18]([O:22][C:23]([NH:25][CH2:26][C:27](O)=[O:28])=[O:24])([CH3:21])([CH3:20])[CH3:19].Cl.CN(C)CCCN=C=NCC>C(Cl)Cl>[C:18]([O:22][C:23]([NH:25][CH2:26][C:27]([NH:17][C:13]1[CH:12]=[C:11]([C:7]2[CH:8]=[CH:9][CH:10]=[C:5]([C:3]([O:2][CH3:1])=[O:4])[CH:6]=2)[CH:16]=[CH:15][CH:14]=1)=[O:28])=[O:24])([CH3:21])([CH3:20])[CH3:19] |f:2.3|. Procedure: To a mixture of 3′-amino-[1,1′-biphenyl]-3-carboxylic methyl ester (1.14 g) and N-(tert-butoxycarbonyl)glycine (0.879 g) in methylene chloride (20 mL) was added 1-(3-dimethylaminopropyl)-3-ethylcarbodiimide hydrochloride (1.20 g). The mixture was stirred for 3 h at room temperature, then washed twice with 1 N aqueous HCl, twice with saturated aqueous sodium bicarbonate and once with brine. The mixture was dried over sodium sulfate, filtered and concentrated to give a foam. Purification by silica...